Dataset: the Open Reaction Database (ORD), a public repository of structured organic reaction records. Task: describe an organic reaction: reactants, conditions, products, and yield Yields the product C(=O)OC(C(=O)OCC#C)C (2-propynyl 2-(formyloxy)propionate). The solvent is ClCCCl (1,2-dichloroethane), ClCCCl (1,2-dichloroethane). The reactants are C1(CCCCC1)N=C=NC1CCCCC1 (N,N′-dicyclohexylcarbodiimide), OC(C(=O)OCC#C)C (2-propynyl 2-hydroxypropionate), C(=O)O (formic acid), CNC1(CC=NC=C1)NC (4,4-dimethylaminopyridine). Run at time 30 minute. Reported procedure: 19.96 g (156 mmol) of the obtained 2-propynyl 2-hydroxypropionate, 7.17 g (156 mmol) of formic acid, and 15.23 g (125 mmol) of 4,4-dimethylaminopyridine (nucleating agent) were dissolved in 100 g of 1,2-dichloroethane (solvent), and a mixed solution of 35.35 g (171 mmol) of N,N′-dicyclohexylcarbodiimide (dehydrating agent) and 50 g of 1,2-dichloroethane was added thereto at 10° C., taking 30 minutes. These were reacted at room temperature for 4 hours, and the absence of the starting materials wa... As a reaction SMILES: [OH:1][CH:2]([CH3:9])[C:3]([O:5][CH2:6][C:7]#[CH:8])=[O:4].[CH:10](O)=[O:11].CNC1(NC)C=CN=CC1.C1(N=C=NC2CCCCC2)CCCCC1>ClCCCl>[CH:10]([O:1][CH:2]([CH3:9])[C:3]([O:5][CH2:6][C:7]#[CH:8])=[O:4])=[O:11]. Isolated yield 85.3%. The reactants are C1COCCO1, CN(C)C1CCCCC1N, CN1C(=O)NCC1C(=O)NCc1ccc(F)c(F)c1Cl, [Cu]I, Cn1nccc1I, [K+], [K+], [K+], O=P([O-])([O-])[O-]. Product: CN1C(=O)N(c2ccnn2C)CC1C(=O)NCc1ccc(F)c(F)c1Cl. RXN SMILES: [CH2:46]1[O:47][CH2:48][CH2:49][O:50][CH2:51]1.[CH3:36][N:37]([CH3:38])[CH:39]1[CH2:40][CH2:41][CH2:42][CH2:43][CH:44]1[NH2:45].[Cl:1][c:2]1[c:3]([CH2:10][NH:11][C:12](=[O:13])[CH:14]2[N:15]([CH3:20])[C:16](=[O:19])[NH:17][CH2:18]2)[cH:4][cH:5][c:6]([F:9])[c:7]1[F:8].[Cu:52][I:53].[I:21][c:22]1[cH:23][cH:24][n:25][n:26]1[CH3:27].[K+:33].[K+:34].[K+:35].[P:28]([O-:29])([O-:30])([O-:31])=[O:32]>>[Cl:1][c:2]1[c:3]([CH2:10][NH:11][C:12](=[O:13])[CH:14]2[N:15]([CH3:20])[C:16](=[O:19])[N:17]([c:22]3[cH:23][cH:24][n:25][n:26]3[CH3:27])[CH2:18]2)[cH:4][cH:5][c:6]([F:9])[c:7]1[F:8]. The reactants are C(C)OC(C(C(=O)OCC)CC1CCC(CC1)C1=CC=CC=C1)=O ((4-Phenyl-cyclohexylmethyl)-malonic acid diethyl ester), [OH-].[K+] (potassium hydroxide), CO (MeOH). Solvent: O (water). Reaction conditions: temperature 180 celsius. Product: C1(=CC=CC=C1)C1CCC(CC1)CCCC(=O)O (3-(4-Phenyl-cyclohexylmethyl)-propanoic acid). RXN SMILES: C(OC(=O)[CH:5]([CH2:11][CH:12]1[CH2:17][CH2:16][CH:15]([C:18]2[CH:23]=[CH:22][CH:21]=[CH:20][CH:19]=2)[CH2:14][CH2:13]1)[C:6](OCC)=O)C.[OH-:25].[K+].[CH3:27][OH:28]>O>[C:18]1([CH:15]2[CH2:14][CH2:13][CH:12]([CH2:11][CH2:5][CH2:6][C:27]([OH:28])=[O:25])[CH2:17][CH2:16]2)[CH:19]=[CH:20][CH:21]=[CH:22][CH:23]=1 |f:1.2|. Reported procedure: (4-Phenyl-cyclohexylmethyl)-malonic acid diethyl ester (2.79 g, 8.4 mmol, 1.0 equiv) was added to a solution of potassium hydroxide (2.35 g, 41 mmol, 5 equiv) in 20 mL of water and 20 mL of MeOH. The resulting mixture was refluxed for 0.5 h and then evaporated to dryness and then dissolved in 100 mL of water. The solution was washed 3×100 mL with hexane and then brought to pH <1 with concentrated HCl. The product was extracted 3×100 mL EtOAc. The organic layers were combined and concentrated to ... Reactants: COC1=CC=C(C=C1)[Te](C1=CC=C(C=C1)OC)(Cl)Cl (bis-(p-methoxyphenyl)tellurium dichloride), [OH-].[Na+] (sodium hydroxide). Yields the product COC1=CC=C(C=C1)[Te](=O)C1=CC=C(C=C1)OC (bis-(p-methoxyphenyl)telluroxide). Isolated yield 81.0%. As a reaction SMILES: [CH3:1][O:2][C:3]1[CH:8]=[CH:7][C:6]([Te:9](Cl)(Cl)[C:10]2[CH:15]=[CH:14][C:13]([O:16][CH3:17])=[CH:12][CH:11]=2)=[CH:5][CH:4]=1.[OH-:20].[Na+]>>[CH3:1][O:2][C:3]1[CH:8]=[CH:7][C:6]([Te:9]([C:10]2[CH:15]=[CH:14][C:13]([O:16][CH3:17])=[CH:12][CH:11]=2)=[O:20])=[CH:5][CH:4]=1 |f:1.2|. Reported procedure: The bis-(p-methoxyphenyl)tellurium dichloride (8.00 g, 19.4 mmol) was stirred at 95° in aqueous sodium hydroxide (100 ml, 5%) for 1 h. After cooling in an ice bath the white solid was filtered and dried under vacuum over phosphorus pentoxide to give bis-(p-methoxyphenyl)telluroxide (5.60 g, 81%), m.p. 187°-189° (lit., 190°-191°) νmax (Nujol) 1585,1575,1490,1460,1401,1380,1295,1247,1180,1172,1109,1068,1026,823,811 and 789 cm-1. Run in CS(=O)C (DMSO). Reactants: NC1=C(C(N(C(N1C)=O)C)=O)C(=S)SC (Methyl 6-amino-1,3-dimethyl-2,4-dioxo-1,2,3,4-tetrahydropyrimidine-5-carbodithioate), intermediate, II (iodine). As a reaction SMILES: [NH2:1][C:2]1[N:7]([CH3:8])[C:6](=[O:9])[N:5]([CH3:10])[C:4](=[O:11])[C:3]=1[C:12]([S:14][CH3:15])=[S:13].II>CS(C)=O>[CH3:10][N:5]1[C:4](=[O:11])[C:3]2=[C:12]([S:14][CH3:15])[S:13][N:1]=[C:2]2[N:7]([CH3:8])[C:6]1=[O:9]. Procedure: The mixture of step 1 intermediate (15.0 g, 60.64 mmol) and iodine (15.39 g, 60.64 mmol) in dry DMSO (250 ml) was heated at 100° C. for 3 h under nitrogen atmosphere. The mixture was cooled to room temperature and quenched into water (200 ml), solid separated out was filtered and washed with saturated solution of sodium thiosulphate (150 ml), water (100 ml) and dried to obtain 13.4 g as an off white solid; 1H NMR (300 MHz, DMSO-d6) δ 2.67 (s, 3H), 3.18 (s, 3H), 3.40 (s, 3H). The product is CN1C(N(C=2C(C1=O)=C(SN2)SC)C)=O (5,7-Dimethyl-3-(methylsulfanyl)[1,2]thiazolo[3,4-d]pyrimidine-4,6(5H,7H)-dione). Reactants: [OH-].[NH4+] (ammonium hydroxide), COCC(OC=1C=C(C=C2C=C(NC12)C(=O)O)OC=1C=NC(=CC1)S(=O)(=O)C)C (7-(2-methoxy-1-methylethoxy)-5-{[6-(methylsulfonyl)pyridin-3-yl]oxy}-1H-indole-2-carboxylic acid), ON1N=NC2=C1C=CC=C2 (1-hydroxybenzotriazole), Cl.C(C)N=C=NCCCN(C)C (1-ethyl-3-(3-dimethylaminopropyl)carbodiimide hydrochloride). Run in CN(C=O)C (N,N-dimethylformamide), O (Water). Reaction conditions: time 30 minute. Product: COCC(OC=1C=C(C=C2C=C(NC12)C(=O)N)OC=1C=NC(=CC1)S(=O)(=O)C)C (7-(2-Methoxy-1-methylethoxy)-5-{[6-(methylsulfonyl)pyridin-3-yl]oxy}-1H-indole-2-carboxamide). Isolated yield 96.7%. Reaction SMILES: [CH3:1][O:2][CH2:3][CH:4]([CH3:29])[O:5][C:6]1[CH:7]=[C:8]([O:18][C:19]2[CH:20]=[N:21][C:22]([S:25]([CH3:28])(=[O:27])=[O:26])=[CH:23][CH:24]=2)[CH:9]=[C:10]2[C:14]=1[NH:13][C:12]([C:15](O)=[O:16])=[CH:11]2.O[N:31]1C2C=CC=CC=2N=N1.Cl.C(N=C=NCCCN(C)C)C.[OH-].[NH4+]>O.CN(C)C=O>[CH3:1][O:2][CH2:3][CH:4]([CH3:29])[O:5][C:6]1[CH:7]=[C:8]([O:18][C:19]2[CH:20]=[N:21][C:22]([S:25]([CH3:28])(=[O:27])=[O:26])=[CH:23][CH:24]=2)[CH:9]=[C:10]2[C:14]=1[NH:13][C:12]([C:15]([NH2:31])=[O:16])=[CH:11]2 |f:2.3,4.5|. Procedure details: A mixture of 7-(2-methoxy-1-methylethoxy)-5-{[6-(methylsulfonyl)pyridin-3-yl]oxy}-1H-indole-2-carboxylic acid (1.40 g), 1-hydroxybenzotriazole (670 mg), 1-ethyl-3-(3-dimethylaminopropyl)carbodiimide hydrochloride (0.95 g) and N,N-dimethylformamide (50 mL) was stirred at room temperature for 30 min. An aqueous solution of ammonium hydroxide (25%, 5 mL) was added to the mixture. The whole was stirred at room temperature for 15 h. Water was added to the mixture and the mixture was extracted with et... Starting materials: C(#N)C=1C=CC2=C(C=C(O2)C(=O)NC(C(F)(F)F)C2=CC(=CC=C2)C(F)(F)F)C1 (5-cyano-N-{2,2,2-trifluoro-1-[3-(trifluoromethyl)phenyl]ethyl}-1-benzofuran-2-carboxamide), Cl (hydrochloric acid). The reagents and catalysts are [Pd] (palladium on carbon). Solvent: CO (methanol). Reaction conditions: time 2 hour. The product is NCC=1C=CC2=C(C=C(O2)C(=O)NC(C(F)(F)F)C2=CC(=CC=C2)C(F)(F)F)C1 (5-(Aminomethyl)-N-{2,2,2-trifluoro-1-[3-(trifluoromethyl)phenyl]ethyl}-1-benzofuran-2-carboxamide). As a reaction SMILES: [C:1]([C:3]1[CH:4]=[CH:5][C:6]2[O:10][C:9]([C:11]([NH:13][CH:14]([C:19]3[CH:24]=[CH:23][CH:22]=[C:21]([C:25]([F:28])([F:27])[F:26])[CH:20]=3)[C:15]([F:18])([F:17])[F:16])=[O:12])=[CH:8][C:7]=2[CH:29]=1)#[N:2].Cl>CO.[Pd]>[NH2:2][CH2:1][C:3]1[CH:4]=[CH:5][C:6]2[O:10][C:9]([C:11]([NH:13][CH:14]([C:19]3[CH:24]=[CH:23][CH:22]=[C:21]([C:25]([F:28])([F:26])[F:27])[CH:20]=3)[C:15]([F:16])([F:17])[F:18])=[O:12])=[CH:8][C:7]=2[CH:29]=1. Procedure: A solution of 5-cyano-N-{2,2,2-trifluoro-1-[3-(trifluoromethyl)phenyl]ethyl}-1-benzofuran-2-carboxamide (273 mg, 0.66 mmol) in methanol (10 ml) was admixed with concentrated hydrochloric acid (0.42 ml) and palladium on carbon (10%; 50 mg) and stirred under a hydrogen atmosphere for 2 h. The reaction mixture was then filtered through Celite® and a silica gel pad.